Dataset: the Open Reaction Database (ORD), a public repository of structured organic reaction records. Task: describe an organic reaction: reactants, conditions, products, and yield Starting materials: C[O-], COC(=O)c1ccncn1, CC(=O)C1CC1, [Na+], c1ccccc1. Product: O=C(CC(=O)C1CC1)c1ccncn1. As a reaction SMILES: [CH3:17][O-:18].[CH3:1][O:2][C:3](=[O:4])[c:5]1[n:6][cH:7][n:8][cH:9][cH:10]1.[CH:11]1([C:14](=[O:15])[CH3:16])[CH2:12][CH2:13]1.[Na+:19].[cH:20]1[cH:21][cH:22][cH:23][cH:24][cH:25]1>>[C:3](=[O:4])([c:5]1[n:6][cH:7][n:8][cH:9][cH:10]1)[CH2:16][C:14]([CH:11]1[CH2:12][CH2:13]1)=[O:15]. The reactants are COC(CCC1=NC(=CC=C1OCCCC\C=C\C1=CC=C(C=C1)OC)I)=O (3-{6-iodo-3-[6-(4-methoxyphenyl)-(5E)-5-hexenyloxy]-2-pyridyl}-propionic acid methyl ester), C1(=CC=CC=C1)C#C (phenylacetylene). The product is COC(CCC1=NC(=CC=C1OCCCC\C=C\C1=CC=C(C=C1)OC)C#CC1=CC=CC=C1)=O (3-{3-[6-(4-methoxyphenyl)-(5E)-5-hexenyloxy]-6-(2-phenylethinyl)-2-pyridyl}-propionic acid methyl ester). Yield: 56.5%. As a reaction SMILES: [CH3:1][O:2][C:3](=[O:28])[CH2:4][CH2:5][C:6]1[C:11]([O:12][CH2:13][CH2:14][CH2:15][CH2:16]/[CH:17]=[CH:18]/[C:19]2[CH:24]=[CH:23][C:22]([O:25][CH3:26])=[CH:21][CH:20]=2)=[CH:10][CH:9]=[C:8](I)[N:7]=1.[C:29]1([C:35]#[CH:36])[CH:34]=[CH:33][CH:32]=[CH:31][CH:30]=1>>[CH3:1][O:2][C:3](=[O:28])[CH2:4][CH2:5][C:6]1[C:11]([O:12][CH2:13][CH2:14][CH2:15][CH2:16]/[CH:17]=[CH:18]/[C:19]2[CH:24]=[CH:23][C:22]([O:25][CH3:26])=[CH:21][CH:20]=2)=[CH:10][CH:9]=[C:8]([C:36]#[C:35][C:29]2[CH:34]=[CH:33][CH:32]=[CH:31][CH:30]=2)[N:7]=1. Procedure details: Under the conditions of example 5 A, 500 mg of 3-{6-iodo-3-[6-(4-methoxyphenyl)-(5E)-5-hexenyloxy]-2-pyridyl}-propionic acid methyl ester is reacted with 102 mg of phenylacetylene, worked up, and the crude product is chromatographed on silica gel with hexane/0-7% ethyl acetate. 265 mg of 3-{3-[6-(4-methoxyphenyl)-(5E)-5-hexenyloxy]-6-(2-phenylethinyl)-2-pyridyl}-propionic acid methyl ester is obtained as oil. RXN SMILES: C([Li])CCC.C(NC(C)C)(C)C.[CH2:13]([N:20]1[CH:25]=[CH:24][CH:23]=[CH:22][C:21]1=[O:26])[C:14]1[CH:19]=[CH:18][CH:17]=[CH:16][CH:15]=1.[CH3:27][C:28]1([CH3:41])[CH:37]2[O:38][CH:36]2[C:35]2[C:30](=[CH:31][CH:32]=[C:33]([C:39]#[N:40])[CH:34]=2)[O:29]1>CCCCCC.C1COCC1.N#N.CO>[CH3:27][C:28]1([CH3:41])[CH:37]([OH:38])[CH:36]([C:22]2[C:21](=[O:26])[N:20]([CH2:13][C:14]3[CH:19]=[CH:18][CH:17]=[CH:16][CH:15]=3)[CH:25]=[CH:24][CH:23]=2)[C:35]2[C:30](=[CH:31][CH:32]=[C:33]([C:39]#[N:40])[CH:34]=2)[O:29]1. Product: CC1(OC2=CC=C(C=C2C(C1O)C=1C(N(C=CC1)CC1=CC=CC=C1)=O)C#N)C (2,2-dimethyl-4-(1-benzyl-1,2-dihydro-2-oxo-3-pyridyl)-6-cyano-3-chromanol). Procedure details: 6.7 ml of a 15% solution of butyllithium in hexane are added to a solution of 1.4 ml of diisopropylamine in 10 ml of THF while stirring and passing in N2 at 0°. A solution of 1.85 g of N-benzyl-2-pyridone in 10 ml of THF at 0° is then added dropwise. After stirring for 0.5 hours, a solution of 2 g of 2,2-dimethyl-3,4-epoxy-6-cyanochroman in 10 ml of THF is added dropwise at 0°, the mixture is boiled for 2 hours and excess butyllithium is decomposed by adding methanol dropwise. Customary working ... Run in CCCCCC (hexane), C1CCOC1 (THF), C1CCOC1 (THF), N#N (N2), CO (methanol), C1CCOC1 (THF). The reactants are solution, C(CCC)[Li] (butyllithium), C(C)(C)NC(C)C (diisopropylamine), CC1(OC2=CC=C(C=C2C2C1O2)C#N)C (2,2-dimethyl-3,4-epoxy-6-cyanochroman), C(C1=CC=CC=C1)N1C(C=CC=C1)=O (N-benzyl-2-pyridone), C(CCC)[Li] (butyllithium). Conditions: time 2 hour. The reactants are COC=1C=C(C(=O)N2CC(CC2)(C2=CC=CC=C2)CCN2CCC(CC2)C(=O)C2=NC3=C(N2)C=CC=C3)C=C(C1OC)OC (1-(3,4,5-trimethoxy-benzoyl)-3-[2-[4-[1H-benzoimidazole-2-carbonyl]-piperidin-1-yl]-ethyl]-3-phenyl-pyrrolidine), Cl.ClCC1=CC=NC=C1 (4-(chloromethyl)pyridine hydrochloride), C([O-])([O-])=O.[K+].[K+] (potassium carbonate). The solvent is CC(=O)C (acetone), O (water). The product is COC=1C=C(C(=O)N2CC(CC2)(C2=CC=CC=C2)CCN2CCC(CC2)C(=O)C2=NC3=C(N2CC2=CC=NC=C2)C=CC=C3)C=C(C1OC)OC (1-(3,4,5-Trimethoxy-benzoyl)-3-[2-[4-[1-(pyrid-4-ylmethyl)-1H-benzoimidazole-2-carbonyl]-piperidin-1-yl]-ethyl]-3-phenyl-pyrrolidine). RXN SMILES: [CH3:1][O:2][C:3]1[CH:4]=[C:5]([CH:38]=[C:39]([O:43][CH3:44])[C:40]=1[O:41][CH3:42])[C:6]([N:8]1[CH2:12][CH2:11][C:10]([CH2:19][CH2:20][N:21]2[CH2:26][CH2:25][CH:24]([C:27]([C:29]3[NH:33][C:32]4[CH:34]=[CH:35][CH:36]=[CH:37][C:31]=4[N:30]=3)=[O:28])[CH2:23][CH2:22]2)([C:13]2[CH:18]=[CH:17][CH:16]=[CH:15][CH:14]=2)[CH2:9]1)=[O:7].Cl.Cl[CH2:47][C:48]1[CH:53]=[CH:52][N:51]=[CH:50][CH:49]=1.C(=O)([O-])[O-].[K+].[K+]>CC(C)=O.O>[CH3:1][O:2][C:3]1[CH:4]=[C:5]([CH:38]=[C:39]([O:43][CH3:44])[C:40]=1[O:41][CH3:42])[C:6]([N:8]1[CH2:12][CH2:11][C:10]([CH2:19][CH2:20][N:21]2[CH2:26][CH2:25][CH:24]([C:27]([C:29]3[N:30]([CH2:47][C:48]4[CH:53]=[CH:52][N:51]=[CH:50][CH:49]=4)[C:31]4[CH:37]=[CH:36][CH:35]=[CH:34][C:32]=4[N:33]=3)=[O:28])[CH2:23][CH2:22]2)([C:13]2[CH:14]=[CH:15][CH:16]=[CH:17][CH:18]=2)[CH2:9]1)=[O:7] |f:1.2,3.4.5|. Procedure details: Combine 1-(3,4,5-trimethoxy-benzoyl)-3-[2-[4-[1H-benzoimidazole-2-carbonyl]-piperidin-1-yl]-ethyl]-3-phenyl-pyrrolidine (710 mg, 1.19 mmol), 4-(chloromethyl)pyridine hydrochloride (794 mg, 4.84 mmol), potassium carbonate (1.337 g, 9.67 mmol) in acetone (21 mL) and water (7 mL). Stir and heat at reflux for 24 h. Allow reaction mixture to cool to room temperature, and remove the acetone under vacuum. Add ethyl acetate, separate the organic layer and extract with saturated aqueous NaCl solution. Dr... As a reaction SMILES: O[C@H:2]1[C@H:7]([C:8]2[CH:13]=[CH:12][C:11]([OH:14])=[CH:10][CH:9]=2)[CH2:6][CH2:5][N:4]([C:15]([O:17][C:18]([CH3:21])([CH3:20])[CH3:19])=[O:16])[CH2:3]1.CCN(S(F)(F)[F:28])CC>C(Cl)Cl>[F:28][C@H:2]1[C@H:7]([C:8]2[CH:13]=[CH:12][C:11]([OH:14])=[CH:10][CH:9]=2)[CH2:6][CH2:5][N:4]([C:15]([O:17][C:18]([CH3:21])([CH3:20])[CH3:19])=[O:16])[CH2:3]1. Procedure details: To a solution of (3S,4S)-tert-butyl 3-hydroxy-4-(4-hydroxyphenyl)piperidine-1-carboxylate (400 mg, 1.36 mmol, the first eluting enantiomer E-1 from step E) in DCM (5 mL) cooled to 0° C. was added dropwise DAST (0.54 mL, 4.1 mmol) over 10 min. The mixture was allowed to warm up to rt and was stirred for 2 h. The reaction was slowly quenched with 50 mL of a 10% aqueous sodium bicarbonate solution and extracted four times with 50 mL of DCM. The combined organic layers were washed with 75 mL of brin... The product is F[C@@H]1CN(CC[C@H]1C1=CC=C(C=C1)O)C(=O)OC(C)(C)C ((3S,4S)-tert-butyl 3-fluoro-4-(4-hydroxyphenyl)piperidine-1-carboxylate). Reaction conditions: time 2 hour. The reactants are O[C@@H]1CN(CC[C@H]1C1=CC=C(C=C1)O)C(=O)OC(C)(C)C ((3S,4S)-tert-butyl 3-hydroxy-4-(4-hydroxyphenyl)piperidine-1-carboxylate), CCN(CC)S(F)(F)F (DAST). Solvent: C(Cl)Cl (DCM). Starting materials: BrC1=NC=CC(=C1)C (2-bromo-4-methyl-pyridine), C(CCC)[Sn](C=C)(CCCC)CCCC (tributyl-vinyl-stannane). The reagents and catalysts are [Pd].C1(=CC=CC=C1)P(C1=CC=CC=C1)C1=CC=CC=C1.C1(=CC=CC=C1)P(C1=CC=CC=C1)C1=CC=CC=C1.C1(=CC=CC=C1)P(C1=CC=CC=C1)C1=CC=CC=C1.C1(=CC=CC=C1)P(C1=CC=CC=C1)C1=CC=CC=C1 (tetrakis(triphenylphosphine) palladium (0)), C(C)(C)(C)C1=C(C(=CC(=C1)C)C(C)(C)C)O (2,6-di-tert-butyl-4-methyl-phenol). Run in C1(=CC=CC=C1)C (toluene). Reaction conditions: temperature 100 celsius. Product: CC1=CC(=NC=C1)C=C (4-Methyl-2-vinyl-pyridine). The yield is 52.3%. Reaction SMILES: Br[C:2]1[CH:7]=[C:6]([CH3:8])[CH:5]=[CH:4][N:3]=1.[CH2:9]([Sn](CCCC)(CCCC)C=C)[CH2:10]CC>C1(C)C=CC=CC=1.[Pd].C1(P(C2C=CC=CC=2)C2C=CC=CC=2)C=CC=CC=1.C1(P(C2C=CC=CC=2)C2C=CC=CC=2)C=CC=CC=1.C1(P(C2C=CC=CC=2)C2C=CC=CC=2)C=CC=CC=1.C1(P(C2C=CC=CC=2)C2C=CC=CC=2)C=CC=CC=1.C(C1C=C(C)C=C(C(C)(C)C)C=1O)(C)(C)C>[CH3:8][C:6]1[CH:5]=[CH:4][N:3]=[C:2]([CH:9]=[CH2:10])[CH:7]=1 |f:3.4.5.6.7|. Reported procedure: A yellow mixture of 2-bromo-4-methyl-pyridine (Aldrich, 5.2 9, 30.5 mmol, 1.0 eq), 2,6-di-tert-butyl-4-methyl-phenol (Aldrich, 67 mg, 0.3 mmol, 1 mol %), tributyl-vinyl-stannane (Aldrich, 26.8 mL, 91.5 mmol, 3.0 eq) and tetrakis(triphenylphosphine) palladium (0) (Strem, 1.8 9, 1.5 mmol, 5 mol %) in toluene (100 mL) was degassed and purged with argon. An amber solution was obtained after the mixture was warmed to 100° C. The reaction mixture was quenched after 18 hours by the addition of 1.0 M HC...